The task is: describe an organic reaction: reactants, conditions, products, and yield. This data is from the Open Reaction Database (ORD), a public repository of structured organic reaction records. Starting materials: ClC(=O)OC (methyl chloroformate), ClC=1C=C(C=CC1)CC(C)N (2-(3-chloro-phenyl)-1-methyl-ethylamine), C([O-])([O-])=O.[K+].[K+] (potassium carbonate). Run in C1CCOC1 (THF). Run at time 8 hour. Yields the product COC(NC(CC1=CC(=CC=C1)Cl)C)=O ([2-(3-Chloro-phenyl)-1-methyl-ethyl]-carbamic acid methyl ester). The yield is 89.3%. As a reaction SMILES: Cl[C:2]([O:4][CH3:5])=[O:3].[Cl:6][C:7]1[CH:8]=[C:9]([CH2:13][CH:14]([NH2:16])[CH3:15])[CH:10]=[CH:11][CH:12]=1.C(=O)([O-])[O-].[K+].[K+]>C1COCC1>[CH3:5][O:4][C:2](=[O:3])[NH:16][CH:14]([CH3:15])[CH2:13][C:9]1[CH:10]=[CH:11][CH:12]=[C:7]([Cl:6])[CH:8]=1 |f:2.3.4|. Procedure details: At 0° C., methyl chloroformate (0.67 g, 7.1 mmol) was added dropwise to a mixture of 2-(3-chloro-phenyl)-1-methyl-ethylamine (1.0 g, 5.9 mmol) and potassium carbonate (1.63 g, 11.8 mmol) in THF (20 mL). After the addition, the mixture was stirred at room temperature overnight. After filtration and evaporation of the volatiles, the crude product was purified by flash column chromatography (silica gel, 12 g, 50% hexane in dichloromethane) to give the title compound as a white solid (1.2 g, 90%). M... Starting materials: B, CC(C)(C)OC(=O)N1CCC(C=Nc2ccc(F)cc2C(=O)Nc2ccc(Cl)cn2)CC1, CN(C)C, CC(=O)O. Product: CC(C)(C)OC(=O)N1CCC(CNc2ccc(F)cc2C(=O)Nc2ccc(Cl)cn2)CC1. Reaction SMILES: [BH3:37].[C:1](=[O:2])([O:3][C:4]([CH3:5])([CH3:6])[CH3:7])[N:8]1[CH2:9][CH2:10][CH:11]([CH:14]=[N:15][c:16]2[c:17]([C:18](=[O:19])[NH:20][c:21]3[n:22][cH:23][c:24]([Cl:27])[cH:25][cH:26]3)[cH:28][c:29]([F:32])[cH:30][cH:31]2)[CH2:12][CH2:13]1.[CH3:33][N:34]([CH3:35])[CH3:36].[CH3:38][C:39](=[O:40])[OH:41]>>[C:1](=[O:2])([O:3][C:4]([CH3:5])([CH3:6])[CH3:7])[N:8]1[CH2:9][CH2:10][CH:11]([CH2:14][NH:15][c:16]2[c:17]([C:18](=[O:19])[NH:20][c:21]3[n:22][cH:23][c:24]([Cl:27])[cH:25][cH:26]3)[cH:28][c:29]([F:32])[cH:30][cH:31]2)[CH2:12][CH2:13]1. Starting materials: ClC(c1ccccc1)(c1ccccc1)c1ccccc1, [H-], [Na+], C1CCOC1, O, CCOC(=O)c1cn[nH]c1. Product: CCOC(=O)c1cnn(C(c2ccccc2)(c2ccccc2)c2ccccc2)c1. As a reaction SMILES: [C:13]([c:14]1[cH:15][cH:16][cH:17][cH:18][cH:19]1)([c:20]1[cH:21][cH:22][cH:23][cH:24][cH:25]1)([c:26]1[cH:27][cH:28][cH:29][cH:30][cH:31]1)[Cl:32].[H-:11].[Na+:12].[O:34]1[CH2:35][CH2:36][CH2:37][CH2:38]1.[OH2:33].[nH:1]1[n:2][cH:3][c:4]([C:6](=[O:7])[O:8][CH2:9][CH3:10])[cH:5]1>>[n:1]1([C:13]([c:14]2[cH:15][cH:16][cH:17][cH:18][cH:19]2)([c:20]2[cH:21][cH:22][cH:23][cH:24][cH:25]2)[c:26]2[cH:27][cH:28][cH:29][cH:30][cH:31]2)[n:2][cH:3][c:4]([C:6](=[O:7])[O:8][CH2:9][CH3:10])[cH:5]1. Reactants: BrC1=C2C=CC=CC2=C(C=2C3=C(SC21)C=CC=C3)C=3C=C(C(=CC3)O)O (4-(6-bromo-benzo[b]naphtho[2,3-d]thiophen-11-yl)-benzene-1,2-diol), BrBr (bromine). Product: BrC1=C(C(=CC(=C1)C1=C2C=CC=CC2=C(C2=C1C1=C(S2)C=CC=C1)Br)O)O (3-Bromo-5-(6-bromo-benzo[b]naphtho[2,3-d]thiophen- 11 -yl)-benzene- 1,2-diol). As a reaction SMILES: [Br:1][C:2]1[C:14]2[S:13][C:12]3[CH:15]=[CH:16][CH:17]=[CH:18][C:11]=3[C:10]=2[C:9]([C:19]2[CH:20]=[C:21]([OH:26])[C:22]([OH:25])=[CH:23][CH:24]=2)=[C:8]2[C:3]=1[CH:4]=[CH:5][CH:6]=[CH:7]2.[Br:27]Br>>[Br:27][C:23]1[CH:24]=[C:19]([C:9]2[C:10]3[C:11]4[CH:18]=[CH:17][CH:16]=[CH:15][C:12]=4[S:13][C:14]=3[C:2]([Br:1])=[C:3]3[C:8]=2[CH:7]=[CH:6][CH:5]=[CH:4]3)[CH:20]=[C:21]([OH:26])[C:22]=1[OH:25]. Procedure details: Prepared from 4-(6-bromo-benzo[b]naphtho[2,3-d]thiophen-11-yl)-benzene-1, 2-diol (Example 43) according to the procedure of Example 58. White solid: mp 212-213° C.: MS (EI): [M+], 2 bromine isotope pattern, 498, 500, 502; Anal. Calc. for C22H12Br2O2S:C, 52.83, H, 2.42, N, 0.00. Found: C, 52.08, H, 2.55, N, 0.01.